From a dataset of the Open Reaction Database (ORD), a public repository of structured organic reaction records. describe an organic reaction: reactants, conditions, products, and yield The reactants are compound, ClC=1C2=C(N=CN1)C=CC(=N2)Cl (4,6-dichloro-pyrido[3,2-d]pyrimidine), SC=1NN=NC1 (4-mercapto-3H-[1,2,3]triazole), NC1=NN(C=C1)C (3-amino-1-methyl-1H-pyrazole). Yields the product N1=NNC(=C1)SC=1C=CC=2N=CN=C(C2N1)NC1=NN(C=C1)C ([6-(3H-[1,2,3]Triazol-4-ylsulfanyl)-pyrido-[3,2-d]-pyrimidin-4-yl]-(1-methyl-1H-pyrazol-3-yl)-amine). As a reaction SMILES: [SH:1][C:2]1[NH:3][N:4]=[N:5][CH:6]=1.[NH2:7][C:8]1[CH:12]=[CH:11][N:10]([CH3:13])[N:9]=1.Cl[C:15]1[C:16]2[N:24]=[C:23](Cl)[CH:22]=[CH:21][C:17]=2[N:18]=[CH:19][N:20]=1>>[N:5]1[CH:6]=[C:2]([S:1][C:23]2[CH:22]=[CH:21][C:17]3[N:18]=[CH:19][N:20]=[C:15]([NH:7][C:8]4[CH:12]=[CH:11][N:10]([CH3:13])[N:9]=4)[C:16]=3[N:24]=2)[NH:3][N:4]=1. Reported procedure: The compound of Example 57 was manufactured by the same method as in Example 31, by a similar method thereto or by a combination of such a method with a conventional method using 4-mercapto-3H-[1,2,3]triazole, 3-amino-1-methyl-1H-pyrazole and 4,6-dichloro-pyrido[3,2-d]pyrimidine. The product is CC(C)Oc1nc(N)c2nc(Br)n(C3CCCCO3)c2n1. The reactants are O=C1CCC(=O)N1Br, CC(C)Oc1nc(N)c2ncn(C3CCCCO3)c2n1, ClC(Cl)Cl. As a reaction SMILES: [Br:1][N:2]1[C:3](=[O:4])[CH2:5][CH2:6][C:7]1=[O:8].[CH3:9][CH:10]([CH3:11])[O:12][c:13]1[n:14][c:15]([NH2:28])[c:16]2[n:17][cH:18][n:19]([CH:22]3[O:23][CH2:24][CH2:25][CH2:26][CH2:27]3)[c:20]2[n:21]1.[CH:29]([Cl:30])([Cl:31])[Cl:32]>>[Br:1][c:18]1[n:17][c:16]2[c:15]([NH2:28])[n:14][c:13]([O:12][CH:10]([CH3:9])[CH3:11])[n:21][c:20]2[n:19]1[CH:22]1[O:23][CH2:24][CH2:25][CH2:26][CH2:27]1. Reactants: O=C([O-])O, c1ccc(Cc2ccc(C3OCCO3)o2)cc1, CO, CCOC(C)=O, Cl, [Na+], C1CCOC1. The product is O=Cc1ccc(Cc2ccccc2)o1. Reaction SMILES: [C:21](=[O:22])([OH:23])[O-:24].[CH2:1]([c:2]1[cH:3][cH:4][cH:5][cH:6][cH:7]1)[c:8]1[cH:9][cH:10][c:11]([CH:13]2[O:14][CH2:17][CH2:16][O:15]2)[o:12]1.[CH3:18][OH:19].[CH3:26][CH2:27][O:28][C:29](=[O:30])[CH3:31].[ClH:20].[Na+:25].[O:32]1[CH2:33][CH2:34][CH2:35][CH2:36]1>>[CH2:1]([c:2]1[cH:3][cH:4][cH:5][cH:6][cH:7]1)[c:8]1[cH:9][cH:10][c:11]([CH:13]=[O:14])[o:12]1. Reactants: CC(=O)C (acetone), C1=CC=CC=2C(C3=C(C=CC21)C=CC=C3)=C3CCN(CC3)CCCOC(=O)C3=C(NC(=C(C3C3=CC(=CC=C3)Cl)C(=O)O)C)C (4-(3-chlorophenyl)-2,6-dimethyl-1,4-dihydropyridine-3,5-dicarboxylic acid mono (3-(4-(5H-dibenzo[a,d] cyclohepten-5-ylidene) piperidine-1-yl) propan-1-yl) ester), [N+](=O)([O-])[O-].[NH4+].[Ce] (cerium ammonium nitrate). Run in O (water). Run at time 2 hour. Product: ClC=1C=C(C=CC1)C1=C(C(=NC(=C1C(=O)O)C)C)C(=O)OCCCN1CCC(CC1)=C1C2=C(C=CC3=C1C=CC=C3)C=CC=C2 (4-(3-chlorophenyl)-5-(3-(4-(5H-dibenzo[a,d] cyclohepten-5-ylidene) piperidine-1-yl) propoxy) carbonyl-2,6-dimethylnicotinic acid). Reaction SMILES: CC(C)=O.[CH:5]1[C:15]2[CH:14]=[CH:13][C:12]3[CH:16]=[CH:17][CH:18]=[CH:19][C:11]=3[C:10](=[C:20]3[CH2:25][CH2:24][N:23]([CH2:26][CH2:27][CH2:28][O:29][C:30]([C:32]4[CH:37]([C:38]5[CH:43]=[CH:42][CH:41]=[C:40]([Cl:44])[CH:39]=5)[C:36]([C:45]([OH:47])=[O:46])=[C:35]([CH3:48])[NH:34][C:33]=4[CH3:49])=[O:31])[CH2:22][CH2:21]3)[C:9]=2[CH:8]=[CH:7][CH:6]=1.[N+]([O-])([O-])=O.[NH4+].[Ce]>O>[Cl:44][C:40]1[CH:39]=[C:38]([C:37]2[C:36]([C:45]([OH:47])=[O:46])=[C:35]([CH3:48])[N:34]=[C:33]([CH3:49])[C:32]=2[C:30]([O:29][CH2:28][CH2:27][CH2:26][N:23]2[CH2:22][CH2:21][C:20](=[C:10]3[C:9]4[CH:8]=[CH:7][CH:6]=[CH:5][C:15]=4[CH:14]=[CH:13][C:12]4[CH:16]=[CH:17][CH:18]=[CH:19][C:11]3=4)[CH2:25][CH2:24]2)=[O:31])[CH:43]=[CH:42][CH:41]=1 |f:2.3.4|. Procedure: 5 ml of acetone was added to 132 mg (0.21 mmol) of 4-(3-chlorophenyl)-2,6-dimethyl-1,4-dihydropyridine-3,5-dicarboxylic acid mono (3-(4-(5H-dibenzo[a,d] cyclohepten-5-ylidene) piperidine-1-yl) propan-1-yl) ester. 233 mg (0.43 mmol) of cerium ammonium nitrate suspended in 5 ml of water was added and stirred at room temperature for 2 hours. After acetone was evaporated under reduced pressure, ethyl acetate was added and precipitates were taken by the filtration and dried under reduced pressure to ... Reactants: Cc1cccc(C)c1F, O=[N+]([O-])O. Product: Cc1cc([N+](=O)[O-])cc(C)c1F. RXN SMILES: [CH3:1][c:2]1[cH:3][cH:4][cH:5][c:6]([CH3:9])[c:7]1[F:8].[OH:10][N+:11]([O-:12])=[O:13]>>[CH3:1][c:2]1[cH:3][c:4]([N+:11](=[O:10])[O-:12])[cH:5][c:6]([CH3:9])[c:7]1[F:8]. Reactants: [BH4-].[Na+] (sodium borohydride), N1(CCOCC1)C1=CC=C(C(=O)O)C=C1 (4-(4-morpholinyl)benzoic acid), CN1CCOCC1 (4-methylmorpholine), ClC(=O)OCC (ethyl chloroformate). Solvent: O (water), CC(=O)O (HOAc), CO (MeOH), O1CCCC1 (tetrahydrofuran). Reaction conditions: time 0.25 hour. Yields the product N1(CCOCC1)C1=CC=C(CO)C=C1 (4-(4-morpholinyl)benzyl alcohol). Yield: 17.6%. RXN SMILES: [N:1]1([C:7]2[CH:15]=[CH:14][C:10]([C:11](O)=[O:12])=[CH:9][CH:8]=2)[CH2:6][CH2:5][O:4][CH2:3][CH2:2]1.CN1CCOCC1.ClC(OCC)=O.[BH4-].[Na+]>O1CCCC1.O.CC(O)=O.CO>[N:1]1([C:7]2[CH:8]=[CH:9][C:10]([CH2:11][OH:12])=[CH:14][CH:15]=2)[CH2:6][CH2:5][O:4][CH2:3][CH2:2]1 |f:3.4|. Procedure details: A solution of 4-(4-morpholinyl)benzoic acid (1.00 g, 4.83 mmol) and 4-methylmorpholine (0.53 mL, 4.8 mmol) in tetrahydrofuran (25 mL) at −10° C. was treated with ethyl chloroformate (0.46 mL, 4.8 mmol). After 0.25 h, the mixture was treated with sodium borohydride (550 mg, 14.5 mmol) followed by MeOH (50 mL) slowly. The mixture was then treated with 5% HOAc in water and the mixture was concentrated. The residue was purified by chromatography (SiO2, EtOAc:hexanes) yielding 164 mg (18%) of the tit... Starting materials: crude material, Cl (hydrogen chloride), C(C)(C)(C)OC(N(CCC(C)C)CC1=C(C=C(C=C1)C1=C(C=C(C=C1)C(N)=O)C)Cl)=O ((4′-Carbamoyl-3-chloro-2′-methyl-biphenyl-4-ylmethyl)-(3-methyl-butyl)-carbamic acid tert-butyl ester). Run in CO (methanol), C(C)(=O)OCC (ethyl acetate), O1CCOCC1 (dioxane), C(C)(=O)OCC (ethyl acetate). Conditions: time 24 hour. The product is Cl.ClC=1C(=C(C=CC1C(=O)N)C1=CC=C(C=C1)CNCCC(C)C)C (3-Chloro-2-methyl-4′-[(3-methyl-butylamino)-methyl]-biphenyl-4-carboxylic acid amide hydrochloride salt). Reaction SMILES: C(OC(=O)[N:7]([CH2:13][C:14]1[CH:19]=[CH:18][C:17]([C:20]2[CH:25]=[CH:24][C:23]([C:26](=[O:28])[NH2:27])=[CH:22][C:21]=2[CH3:29])=[CH:16][C:15]=1[Cl:30])[CH2:8][CH2:9][CH:10]([CH3:12])[CH3:11])(C)(C)C.[ClH:32]>C(OCC)(=O)C.O1CCOCC1.CO>[ClH:30].[Cl:32][C:22]1[C:21]([CH3:29])=[C:20]([C:17]2[CH:18]=[CH:19][C:14]([CH2:13][NH:7][CH2:8][CH2:9][CH:10]([CH3:12])[CH3:11])=[CH:15][CH:16]=2)[CH:25]=[CH:24][C:23]=1[C:26]([NH2:27])=[O:28] |f:5.6|. Procedure details: (4′-Carbamoyl-3-chloro-2′-methyl-biphenyl-4-ylmethyl)-(3-methyl-butyl)-carbamic acid tert-butyl ester (I-3e: 12.6 g, 28.3 mmol) was dissolved in ethyl acetate and treated with 30 ml of 4.0M hydrogen chloride in dioxane. After stirring for 24 hours at room temperature, the volatiles were removed under reduced pressure and the product was isolated by dissolving the crude material in methanol and slowly adding ethyl acetate to precipitate the product, which was isolated via filtration. The solid wa... Reactants: BrC=1C=CC2=C(OC3=C(C=N2)C(=CC=C3)C)C1 (7-bromo-1-methyldibenz[b,f][1,4]oxazepine), CO\C=C\C(=C)O[Si](C)(C)C ((E)-1-methoxy-3-trimethylsilyloxy-1,3-butadiene), Cl (hydrochloric acid), C1CCOC1 (THF). The reagents and catalysts are [O-]S(=O)(=O)C(F)(F)F.[Yb+3].[O-]S(=O)(=O)C(F)(F)F.[O-]S(=O)(=O)C(F)(F)F (Ytterbium(III) triflate). Run in C1(=CC=CC=C1)C (toluene), C(C)(=O)OCC (ethyl acetate). Conditions: time 15 minute. Yields the product BrC=1C=CC2=C(OC3=C(C4N2C=CC(C4)=O)C(=CC=C3)C)C1 (8-bromo-1,14b-dihydro-14-methyl-2H-dibenzo[b,f]pyrido[1,2-d][1,4]oxazepin-2-one). Yield: 82.0%. Reaction SMILES: [Br:1][C:2]1[CH:3]=[CH:4][C:5]2[N:11]=[CH:10][C:9]3[C:12]([CH3:16])=[CH:13][CH:14]=[CH:15][C:8]=3[O:7][C:6]=2[CH:17]=1.CO/[CH:20]=[CH:21]/[C:22]([O:24][Si](C)(C)C)=[CH2:23].C1COCC1.Cl>C1(C)C=CC=CC=1.C(OCC)(=O)C.[O-]S(C(F)(F)F)(=O)=O.[Yb+3].[O-]S(C(F)(F)F)(=O)=O.[O-]S(C(F)(F)F)(=O)=O>[Br:1][C:2]1[CH:3]=[CH:4][C:5]2[N:11]3[CH:20]=[CH:21][C:22](=[O:24])[CH2:23][CH:10]3[C:9]3[C:12]([CH3:16])=[CH:13][CH:14]=[CH:15][C:8]=3[O:7][C:6]=2[CH:17]=1 |f:6.7.8.9|. Procedure details: To a solution of 7-bromo-1-methyldibenz[b,f][1,4]oxazepine (25.05 g, 86.98 mmol) and Ytterbium(III) triflate (2.8 g, 4.5 mmol) in toluene (0.21 L) at 0° C., (E)-1-methoxy-3-trimethylsilyloxy-1,3-butadiene (18 mL, 95.7 mmol) was added dropwise. THF (0.1 L) was added to dissolve the formed precipitate and the solution was stirred for 15 min. 1N hydrochloric acid (50 mL) was added and the resulting mixture was stirred for an additional 15 min, after which it was diluted with ethyl acetate and washe... The reactants are BrC1=C(COCCOCCO)C=CC=C1 (2-(2-{(2-Bromobenzyl)oxy}ethoxy)ethanol), BrC1=C(CBr)C=CC=C1 (2-bromo-benzyl bromide), [H-].[Na+] (NaH), C(CO)O (ethylenglycol). Reagents/catalysts: [I-].C(CCC)[N+](CCCC)(CCCC)CCCC (tetrabutylammonium iodide). Solvent: C1CCOC1 (THF), C1CCOC1 (THF). Yields the product BrC1=C(COCCO)C=CC=C1 (2-((2-Bromobenzyl)oxy)ethanol). Reaction SMILES: [Br:1][C:2]1[CH:15]=[CH:14][CH:13]=[CH:12][C:3]=1[CH2:4][O:5][CH2:6][CH2:7][O:8]CCO.[H-].[Na+].C(O)CO.BrC1C=CC=CC=1CBr>C1COCC1.[I-].C([N+](CCCC)(CCCC)CCCC)CCC>[Br:1][C:2]1[CH:15]=[CH:14][CH:13]=[CH:12][C:3]=1[CH2:4][O:5][CH2:6][CH2:7][OH:8] |f:1.2,6.7|. Procedure details: The reaction and work up was conducted as described in the preparation of compound 415. Starting materials were NaH (60% in oil, 1.8 g, 44 mmol) in THF (160 mL), ethylenglycol (13.4 mL, 240 mmol), 2-bromo-benzyl bromide (10 g, 40 mmol) dissolved in 5 mL dry THF and tetrabutylammonium iodide (0.15 g, 0.4 mmol). The crude product was purified by flash chromatography using DCM/Acetone 30:1 as the eluent to afford the title compound as a pale yellow oil. The reactants are FC1=CC=C(C=C1)N1CCN(CC1)S(=O)(=O)C=CC1CCN(CC1)C(=O)OC(C)(C)C (4-(4-fluorophenyl)-1-[2-(1-t-butoxycarbonylpiperidin-4-yl)-ethenylsulphonyl]-piperazine), FC(C(=O)O)(F)F (trifluoroacetic acid). Run at time 5 hour. Product: FC1=CC=C(C=C1)N1CCN(CC1)S(=O)(=O)C=CC1CCNCC1 (4-(4-fluorophenyl)-1-[2-(piperidin-4-yl)-ethenylsulphonyl]-piperazine). Reaction SMILES: [F:1][C:2]1[CH:7]=[CH:6][C:5]([N:8]2[CH2:13][CH2:12][N:11]([S:14]([CH:17]=[CH:18][CH:19]3[CH2:24][CH2:23][N:22](C(OC(C)(C)C)=O)[CH2:21][CH2:20]3)(=[O:16])=[O:15])[CH2:10][CH2:9]2)=[CH:4][CH:3]=1.FC(F)(F)C(O)=O>>[F:1][C:2]1[CH:3]=[CH:4][C:5]([N:8]2[CH2:13][CH2:12][N:11]([S:14]([CH:17]=[CH:18][CH:19]3[CH2:24][CH2:23][NH:22][CH2:21][CH2:20]3)(=[O:15])=[O:16])[CH2:10][CH2:9]2)=[CH:6][CH:7]=1. Procedure: A mixture of 4-(4-fluorophenyl)-1-[2-(1-t-butoxycarbonylpiperidin-4-yl)-ethenylsulphonyl]-piperazine (1.96 g) and trifluoroacetic acid (5 ml) was stirred at ambient temperature for 5 hours. The mixture was evaporated to dryness, diluted with water, basified with aqueous 2M sodium hydroxide and extracted with ethyl acetate (2×20 ml). Removal of the solvent gave 4-(4-fluorophenyl)-1-[2-(piperidin-4-yl)-ethenylsulphonyl]-piperazine.